Dataset: the Open Reaction Database (ORD), a public repository of structured organic reaction records. Task: describe an organic reaction: reactants, conditions, products, and yield Starting materials: CC(C)N, Cc1onc(-c2ccccc2)c1CNc1ccc(I)nn1, CC(=O)[O-], CC(=O)[O-], CN(C)C=O, [Pd+2], c1ccc(P(c2ccccc2)c2ccccc2)cc1. Yields the product Cc1onc(-c2ccccc2)c1CNc1ccc(C(=O)NC(C)C)nn1. Reaction SMILES: [CH3:22][CH:23]([CH3:24])[NH2:25].[I:1][c:2]1[cH:3][cH:4][c:5]([NH:8][CH2:9][c:10]2[c:11](-[c:16]3[cH:17][cH:18][cH:19][cH:20][cH:21]3)[n:12][o:13][c:14]2[CH3:15])[n:6][n:7]1.[O-:51][C:52]([CH3:53])=[O:54].[O-:55][C:56]([CH3:57])=[O:58].[O:45]=[CH:46][N:47]([CH3:48])[CH3:49].[Pd+2:50].[c:26]1([P:27]([c:28]2[cH:29][cH:30][cH:31][cH:32][cH:33]2)[c:34]2[cH:35][cH:36][cH:37][cH:38][cH:39]2)[cH:40][cH:41][cH:42][cH:43][cH:44]1>>[c:2]1([C:46]([NH:25][CH:23]([CH3:22])[CH3:24])=[O:45])[cH:3][cH:4][c:5]([NH:8][CH2:9][c:10]2[c:11](-[c:16]3[cH:17][cH:18][cH:19][cH:20][cH:21]3)[n:12][o:13][c:14]2[CH3:15])[n:6][n:7]1. Reactants: BrCC1=C(C(N=C(N1)C=1SC=CN1)C1=C(C=C(C=C1)F)Cl)C(=O)OC (Methyl 6-(bromomethyl)-4-(2-chloro-4-fluorophenyl)-2-(thiazol-2-yl)-1,4-dihydropyrimidine-5-carboxylate), N1[C@H](COCC1)CO ((S)-morpholin-3-ylmethanol). Yields the product ClC1=C(C=CC(=C1)F)C1N=C(NC(=C1C(=O)OC)CN1[C@H](COCC1)CO)C=1SC=CN1 (Methyl 4-(2-chloro-4-fluorophenyl)-6-(((S)-3-(hydroxymethyl)morpholino)methyl)-2-(thiazol-2-yl)-1,4-dihydropyrimidine-5-carboxylate). Yield: 39.5%. RXN SMILES: Br[CH2:2][C:3]1[NH:8][C:7]([C:9]2[S:10][CH:11]=[CH:12][N:13]=2)=[N:6][CH:5]([C:14]2[CH:19]=[CH:18][C:17]([F:20])=[CH:16][C:15]=2[Cl:21])[C:4]=1[C:22]([O:24][CH3:25])=[O:23].[NH:26]1[CH2:31][CH2:30][O:29][CH2:28][C@@H:27]1[CH2:32][OH:33]>>[Cl:21][C:15]1[CH:16]=[C:17]([F:20])[CH:18]=[CH:19][C:14]=1[CH:5]1[C:4]([C:22]([O:24][CH3:25])=[O:23])=[C:3]([CH2:2][N:26]2[CH2:31][CH2:30][O:29][CH2:28][C@@H:27]2[CH2:32][OH:33])[NH:8][C:7]([C:9]2[S:10][CH:11]=[CH:12][N:13]=2)=[N:6]1. Reported procedure: Methyl 6-(bromomethyl)-4-(2-chloro-4-fluorophenyl)-2-(thiazol-2-yl)-1,4-dihydropyrimidine-5-carboxylate (0.89 g, 2 mmol) was reacted with (S)-morpholin-3-ylmethanol (0.24 g, 2 mmol) according to the procedure as described in Example 25, Step B to give the title compound as a pale yellow solid (0.38 g, 39%). The compound was characterized by the following spectroscopic data: The reactants are COC1=C(C(=O)NC2=C(SC=C2)C(=O)N)C=CC=C1 (3-(2-methoxybenzamido)thiophene-2-carboxamide), [OH-].[Na+] (NaOH), CCO (EtOH). Run in O (water). Conditions: temperature 120 celsius. Yields the product COC1=C(C=CC=C1)C=1NC(C2=C(N1)C=CS2)=O (2-(2-methoxyphenyl)thieno[3,2-d]pyrimidin-4(3H)-one). Isolated yield 61.9%. As a reaction SMILES: [CH3:1][O:2][C:3]1[CH:19]=[CH:18][CH:17]=[CH:16][C:4]=1[C:5]([NH:7][C:8]1[CH:12]=[CH:11][S:10][C:9]=1[C:13]([NH2:15])=[O:14])=O.[OH-].[Na+].CCO>O>[CH3:1][O:2][C:3]1[CH:19]=[CH:18][CH:17]=[CH:16][C:4]=1[C:5]1[NH:15][C:13](=[O:14])[C:9]2[S:10][CH:11]=[CH:12][C:8]=2[N:7]=1 |f:1.2|. Procedure details: A mixture of 3-(2-methoxybenzamido)thiophene-2-carboxamide (1.4 g, 5.0 mmol), 6 N aqueous NaOH (8 mL), and EtOH (8 mL) was heated at 120° C. for 16 h. The reaction was cooled, diluted with water, and extracted with CH2Cl2. The combined extracts were washed with water, dried over Na2SO4, and concentrated under vacuum to give 2-(2-methoxyphenyl)thieno[3,2-d]pyrimidin-4(3H)-one (0.80 g, 62% yield). LC/MS: m/z 259.3 (M+H)+ at 2.32 min (10%-99% CH3CN (0.035% TFA)/H2O (0.05% TFA)). Reactants: NC1CC1, Cc1cc([N+](=O)[O-])ccc1F. The product is Cc1cc([N+](=O)[O-])ccc1NC1CC1. RXN SMILES: [CH:12]1([NH2:15])[CH2:13][CH2:14]1.[F:1][c:2]1[c:3]([CH3:11])[cH:4][c:5]([N+:8](=[O:9])[O-:10])[cH:6][cH:7]1>>[c:2]1([NH:15][CH:12]2[CH2:13][CH2:14]2)[c:3]([CH3:11])[cH:4][c:5]([N+:8](=[O:9])[O-:10])[cH:6][cH:7]1. Starting materials: C(#N)C1=CC=C(C=C1)C1=CC=C(O1)C=1N=C2N(C=C(C=C2)C#N)C1 (2-[5-(4-Cyanophenyl)-furan-2-yl]-imidazo[1,2-a]pyridine-6-carbonitrile), ( 8 ), ( 15 ), BrC1=CC=C(O1)C=1N=C2N(C=C(C=C2C)C#N)C1 (2-(5-Bromofuran-2-yl)-8-methyl-imidazo[1,2-a]pyridine-6-carbonitrile), C(C)(=O)O.C(N)(=N)C1=CC=C(C=C1)C1=CC=C(O1)C=1N=C2N(CC(CC2)C(=N)N)C1 (2-[5-(4-Amidinophenyl)-furan-2-yl]-5,6,7,8-tetrahydro-imidazo[1,2-a]pyridine-6-carboxamidine acetate salt), ( 15 ). Product: C(#N)C1=CC=C(C=C1)C1=CC=C(O1)C=1N=C2N(C=C(C=C2C)C#N)C1 (2-[5-(4-Cyanophenyl)-furan-2-yl]-8-methyl-imidazo[1,2-a]pyridine-6-carbonitrile). Isolated yield 77.0%. Reaction SMILES: [C:1]([C:3]1[CH:8]=[CH:7][C:6]([C:9]2[O:13][C:12]([C:14]3[N:15]=[C:16]4[CH:21]=[CH:20][C:19]([C:22]#[N:23])=[CH:18][N:17]4[CH:24]=3)=[CH:11][CH:10]=2)=[CH:5][CH:4]=1)#[N:2].Br[C:26]1OC(C2N=C3C(C)=CC(C#N)=CN3C=2)=CC=1.C(O)(=O)C.C(C1C=CC(C2OC(C3N=C4CCC(C(N)=N)CN4C=3)=CC=2)=CC=1)(=N)N>>[C:1]([C:3]1[CH:8]=[CH:7][C:6]([C:9]2[O:13][C:12]([C:14]3[N:15]=[C:16]4[C:21]([CH3:26])=[CH:20][C:19]([C:22]#[N:23])=[CH:18][N:17]4[CH:24]=3)=[CH:11][CH:10]=2)=[CH:5][CH:4]=1)#[N:2] |f:2.3|. Procedure: The same procedure described for 4a was used starting with 3b. Yield 77%, mp 276-277° C. 1H NMR (DMSO-d6); δ 2.54 (s, 3H), 7.12 (d, J=3.6 Hz, 1H), 7.38 (s, 1H), 7.39 (d, J=3.6 Hz, 1H), 7.91 (d, J=8.4 Hz, 2H), 7.99 (d, J=8.4 Hz, 2H), 8.45 (s, 1H), 9.19 (s, 1H). 13C NMR; δ 151.1, 149.7, 144.9, 137.2, 133.6, 132.8, 132.0, 127.4, 123.8, 123.3, 118.8, 117.0, 111.4, 111.0, 110.3, 109.3, 97.1, 16.3. MS (m/z, rel.int.); 324 (M+, 100), 295 (7), 222 (8), 194 (15), 162 (15). High resolution mass calcd. for... The reactants are CCOC(Cc1ccc(OCc2nc(-c3ccccc3F)oc2C)cc1C)C(=O)OC, [Li+], [OH-]. RXN SMILES: [CH3:1][O:2][C:3]([CH:4]([CH2:5][c:6]1[c:7]([CH3:27])[cH:8][c:9]([O:12][CH2:13][c:14]2[n:15][c:16](-[c:20]3[c:21]([F:26])[cH:22][cH:23][cH:24][cH:25]3)[o:17][c:18]2[CH3:19])[cH:10][cH:11]1)[O:28][CH2:29][CH3:30])=[O:31].[Li+:33].[OH-:32]>>[O:2]=[C:3]([CH:4]([CH2:5][c:6]1[c:7]([CH3:27])[cH:8][c:9]([O:12][CH2:13][c:14]2[n:15][c:16](-[c:20]3[c:21]([F:26])[cH:22][cH:23][cH:24][cH:25]3)[o:17][c:18]2[CH3:19])[cH:10][cH:11]1)[O:28][CH2:29][CH3:30])[OH:31]. Product: CCOC(Cc1ccc(OCc2nc(-c3ccccc3F)oc2C)cc1C)C(=O)O. The reactants are ClC1=C(C(=CC=C1)Cl)CC(C)=O (2,6-dichlorophenylacetone), [BH4-].[Na+] (sodium borohydride). The solvent is CCCCCC.CCOC(=O)C (Hexane EtOAc), CO (MeOH). Conditions: time 8 hour. Product: ClC1=C(C(=CC=C1)Cl)CC(C)O (1-(2,6-Dichlorophenyl)propan-2-ol). RXN SMILES: [Cl:1][C:2]1[CH:7]=[CH:6][CH:5]=[C:4]([Cl:8])[C:3]=1[CH2:9][C:10](=[O:12])[CH3:11].[BH4-].[Na+]>CO.CCCCCC.CCOC(C)=O>[Cl:1][C:2]1[CH:7]=[CH:6][CH:5]=[C:4]([Cl:8])[C:3]=1[CH2:9][CH:10]([OH:12])[CH3:11] |f:1.2,4.5|. Reported procedure: General Procedure GG: To a solution of 2,6-dichlorophenylacetone (500.00 mg, 2.46 mmol) in MeOH (5.0 mL) was added sodium borohydride (112 mg, 2.96 mmol) in small portions. The reaction mixture was allowed to stir overnight at rt. The reaction was monitored by TLC analysis on silica gel plates using Hexane/EtOAc (70:30) as eluent. The reaction mixture was quenched with aq. sat. NH4Cl (15 mL) and extracted with EtOAc (50 mL). The organic layer was washed with brine (20 mL), dried over Na2SO4, and... Starting materials: C(C)(=O)C1=CC=CC=C1 (acetophenone), C1(CCCO1)=O (butyrolactone), C[O-].[Na+] (sodium methylate). The product is OCCCC(CC(=O)C1=CC=CC=C1)=O (6-Hydroxy-1-Phenylhexane-1,3-Dione). RXN SMILES: [C:1]([C:4]1[CH:9]=[CH:8][CH:7]=[CH:6][CH:5]=1)(=[O:3])[CH3:2].[C:10]1(=[O:15])[O:14][CH2:13][CH2:12][CH2:11]1.C[O-].[Na+]>>[OH:15][CH2:10][CH2:11][CH2:12][C:13](=[O:14])[CH2:2][C:1]([C:4]1[CH:9]=[CH:8][CH:7]=[CH:6][CH:5]=1)=[O:3] |f:2.3|. Procedure details: 60.0 g of acetophenone, 47.4 g of butyrolactone and 99.0 g of sodium methylate (30% solution in methanol) are reacted in the same manner as described in Example 8. After working up as described in Example 8, the product precipitates from the mother solution after several hours. The precipitate is isolated by filtration, washed with water and dried to constant weight under vacuum at ca. 30° C. Reactants: C(C)(=O)C=1C(=C(SC1)C1=CC(=C(C=C1)Cl)Cl)OC(C)=O (acetic acid 4-acetyl-2-(3,4-dichlorophenyl)thiophen-3-yl ester), N(N)C(=O)C1=CC(=C(C(=O)O)C=C1)[N+](=O)[O-] (4-hydrazinocarbonyl-2-nitrobenzoic acid). The product is C(C)(=O)OC=1C(=CSC1C1=CC(=C(C=C1)Cl)Cl)C(C)=NNC(=O)C1=CC(=C(C(=O)O)C=C1)[N+](=O)[O-] (4-{1-[4-Acetoxy-5-(3,4-dichlorophenyl)thiphen-3-yl]ethylidenehydrazinocarbonyl}-2-nitrobenzoic acid). Reaction SMILES: [C:1]([C:4]1[C:5]([O:17][C:18](=[O:20])[CH3:19])=[C:6]([C:9]2[CH:14]=[CH:13][C:12]([Cl:15])=[C:11]([Cl:16])[CH:10]=2)[S:7][CH:8]=1)(=O)[CH3:2].[NH:21]([C:23]([C:25]1[CH:33]=[CH:32][C:28]([C:29]([OH:31])=[O:30])=[C:27]([N+:34]([O-:36])=[O:35])[CH:26]=1)=[O:24])[NH2:22]>>[C:18]([O:17][C:5]1[C:4]([C:1](=[N:22][NH:21][C:23]([C:25]2[CH:33]=[CH:32][C:28]([C:29]([OH:31])=[O:30])=[C:27]([N+:34]([O-:36])=[O:35])[CH:26]=2)=[O:24])[CH3:2])=[CH:8][S:7][C:6]=1[C:9]1[CH:14]=[CH:13][C:12]([Cl:15])=[C:11]([Cl:16])[CH:10]=1)(=[O:20])[CH3:19]. Procedure: The title compound was prepared from acetic acid 4-acetyl-2-(3,4-dichlorophenyl)thiophen-3-yl ester (39.5 mg, 0.12 mmol) and 4-hydrazinocarbonyl-2-nitrobenzoic acid (40.5 mg, 0.18 mmol) following the procedure described in the synthetic example 185. Reactants: COC(C)OC1C(O)C(COC(C)(C)C)OC1(n1cc(C)c(=O)n(COCc2ccccc2)c1=O)[SiH](c1ccccc1)c1ccccc1, CO, [H][H]. As a reaction SMILES: [C:1]([CH3:2])([CH3:3])([CH3:4])[O:5][CH2:6][CH:7]1[CH:8]([OH:48])[CH:9]([O:43][CH:44]([CH3:45])[O:46][CH3:47])[C:10]([n:12]2[c:13](=[O:14])[n:15]([CH2:21][O:22][CH2:23][c:24]3[cH:25][cH:26][cH:27][cH:28][cH:29]3)[c:16](=[O:17])[c:18]([CH3:20])[cH:19]2)([SiH:30]([c:31]2[cH:32][cH:33][cH:34][cH:35][cH:36]2)[c:37]2[cH:38][cH:39][cH:40][cH:41][cH:42]2)[O:11]1.[CH3:51][OH:52].[H:49][H:50]>>[C:1]([CH3:2])([CH3:3])([CH3:4])[O:5][CH2:6][CH:7]1[CH:8]([OH:48])[CH:9]([O:43][CH:44]([CH3:45])[O:46][CH3:47])[C:10]([n:12]2[c:13](=[O:14])[nH:15][c:16](=[O:17])[c:18]([CH3:20])[cH:19]2)([SiH:30]([c:31]2[cH:32][cH:33][cH:34][cH:35][cH:36]2)[c:37]2[cH:38][cH:39][cH:40][cH:41][cH:42]2)[O:11]1. Product: COC(C)OC1C(O)C(COC(C)(C)C)OC1(n1cc(C)c(=O)[nH]c1=O)[SiH](c1ccccc1)c1ccccc1.